Dataset: the Open Reaction Database (ORD), a public repository of structured organic reaction records. Task: describe an organic reaction: reactants, conditions, products, and yield The reactants are O=[N+]([O-])c1cc(Br)cc(CO)c1, CC(C)(C)[Si](C)(C)Cl, CN(C)C=O, c1c[nH]cn1. The product is CC(C)(C)[Si](C)(C)OCc1cc(Br)cc([N+](=O)[O-])c1. RXN SMILES: [Br:1][c:2]1[cH:3][c:4]([CH2:5][OH:6])[cH:7][c:8]([N+:10](=[O:11])[O-:12])[cH:9]1.[C:13]([CH3:14])([CH3:15])([CH3:16])[Si:17]([CH3:18])([CH3:19])[Cl:20].[CH3:26][N:27]([CH3:28])[CH:29]=[O:30].[nH:21]1[cH:22][cH:23][n:24][cH:25]1>>[Br:1][c:2]1[cH:3][c:4]([CH2:5][O:6][Si:17]([C:13]([CH3:14])([CH3:15])[CH3:16])([CH3:18])[CH3:19])[cH:7][c:8]([N+:10](=[O:11])[O-:12])[cH:9]1.